This data is from the Open Reaction Database (ORD), a public repository of structured organic reaction records. The task is: describe an organic reaction: reactants, conditions, products, and yield Reactants: COC1=CC(=C2N=CC=NC2=C1)N1CCNCC1 (7-methoxy-5-piperazin-1-yl-quinoxaline), C(#N)C=1C=C2C(=CN(C2=CC1)C)C1CCC(CC1)=O (4-(5-cyano-1-methyl-1H-indol-3-yl)-cyclohexanone), C(C)(=O)O[BH-](OC(C)=O)OC(C)=O.[Na+] (sodium triacetoxyborohydride), C(C)(=O)O (acetic acid). The solvent is ClC(C)Cl (dichloroethane). Run at time 8 hour. Product: COC1=CC(=C2C=CC=NC2=C1)N1CCN(CC1)[C@H]1CC[C@H](CC1)C1=CN(C2=CC=C(C=C12)C#N)C ((cis)-3-{4-[4-(7-Methoxyquinolin-5-yl)piperazin-1-yl]cyclohexyl}-1-methyl-1H-indole-5-carbonitrile). As a reaction SMILES: [CH3:1][O:2][C:3]1[CH:12]=[C:11]2[C:6](N=[CH:8][CH:9]=[N:10]2)=[C:5]([N:13]2[CH2:18][CH2:17][NH:16][CH2:15][CH2:14]2)[CH:4]=1.[C:19]([C:21]1[CH:22]=[C:23]2[C:27](=[CH:28][CH:29]=1)[N:26]([CH3:30])[CH:25]=[C:24]2[CH:31]1[CH2:36][CH2:35][C:34](=O)[CH2:33][CH2:32]1)#[N:20].[C:38](O[BH-](OC(=O)C)OC(=O)C)(=O)C.[Na+].C(O)(=O)C>ClC(Cl)C>[CH3:1][O:2][C:3]1[CH:12]=[C:11]2[C:6]([CH:38]=[CH:8][CH:9]=[N:10]2)=[C:5]([N:13]2[CH2:14][CH2:15][N:16]([C@@H:34]3[CH2:35][CH2:36][C@H:31]([C:24]4[C:23]5[C:27](=[CH:28][CH:29]=[C:21]([C:19]#[N:20])[CH:22]=5)[N:26]([CH3:30])[CH:25]=4)[CH2:32][CH2:33]3)[CH2:17][CH2:18]2)[CH:4]=1 |f:2.3|. Reported procedure: To a solution of 7-methoxy-5-piperazin-1-yl-quinoxaline (160 mg, 0.66 mmol), 4-(5-cyano-1-methyl-1H-indol-3-yl)-cyclohexanone (170 mg, 0.66 mmol), and sodium triacetoxyborohydride (210 mg, 0.98 mmol) in dichloroethane (30 mL) was added acetic acid (0.1 mL, 1.3 mmol) and stirred overnight at room temperature. The reaction was quenched with 1 M NaOH (100 mL) then extracted in CH2Cl2 (75 mL) and EtOAc (100 mL). The organic fractions were combined, dried over Na2SO4, concentrated, filtered and chrom... Reactants: CC1CCCC1O, O, Cc1ccc(S(=O)(=O)Cl)cc1, c1ccncc1. Product: Cc1ccc(S(=O)(=O)OC2CCCC2C)cc1. Reaction SMILES: [CH3:1][CH:2]1[CH:3]([OH:7])[CH2:4][CH2:5][CH2:6]1.[OH2:25].[c:8]1([CH3:18])[cH:9][cH:10][c:11]([S:14](=[O:15])(=[O:16])[Cl:17])[cH:12][cH:13]1.[cH:19]1[cH:20][cH:21][n:22][cH:23][cH:24]1>>[CH3:1][CH:2]1[CH:3]([O:7][S:14]([c:11]2[cH:10][cH:9][c:8]([CH3:18])[cH:13][cH:12]2)(=[O:15])=[O:16])[CH2:4][CH2:5][CH2:6]1. Starting materials: C(C1=CC=CC=C1)OC(=O)Cl (Benzylchloroformate), C(C1=CC=CC=C1)N1CC(CC1)C(=O)OCCCC (N-benzyl-3-n-butoxy carbonyl pyrrolidine), C([O-])(O)=O.[Na+] (sodium bicarbonate). Solvent: C(Cl)Cl (CH2Cl2). Conditions: time 0.5 hour. The product is C(=O)(OCC1=CC=CC=C1)N1CC(CC1)C(=O)OCCCC (N-Cbz-3-n-butoxycarbonyl pyrrolidine). As a reaction SMILES: [CH2:1]([O:8][C:9](Cl)=[O:10])[C:2]1[CH:7]=[CH:6][CH:5]=[CH:4][CH:3]=1.C([N:19]1[CH2:23][CH2:22][CH:21]([C:24]([O:26][CH2:27][CH2:28][CH2:29][CH3:30])=[O:25])[CH2:20]1)C1C=CC=CC=1.C(=O)(O)[O-].[Na+]>C(Cl)Cl>[C:9]([N:19]1[CH2:23][CH2:22][CH:21]([C:24]([O:26][CH2:27][CH2:28][CH2:29][CH3:30])=[O:25])[CH2:20]1)([O:8][CH2:1][C:2]1[CH:7]=[CH:6][CH:5]=[CH:4][CH:3]=1)=[O:10] |f:2.3|. Procedure: Benzylchloroformate (2.86 ml) was added to a stirred suspension of N-benzyl-3-n-butoxy carbonyl pyrrolidine (1.75 g) and sodium bicarbonate (2.52 g) in CH2Cl2 (30 ml). The reaction was stirred for 0.5 hours, filtered and the filtrate evaporated to give an oil. The residual oil was purified by chromatography on silica gel; elution with EtOAc/150.C6H14 (1/9 v/v) gave, as a pale yellow oil, N-Cbz-3-n-butoxycarbonyl pyrrolidine (1.40 g);